From a dataset of the Open Reaction Database (ORD), a public repository of structured organic reaction records. describe an organic reaction: reactants, conditions, products, and yield Reactants: O=C([O-])[O-], COc1cc(OC)nc(Oc2cccc3c2C(=O)OC3O)n1, CCC(C)=O, COC(C)(C)C, N#CCCl, [I-], [K+], [K+], [Na+], C1COCCOCCOCCOCCOCCO1. Yields the product COc1cc(OC)nc(Oc2cccc3c2C(=O)OC3OCC#N)n1. RXN SMILES: [C:27](=[O:28])([O-:29])[O-:30].[CH3:1][O:2][c:3]1[n:4][c:5]([O:11][c:12]2[cH:13][cH:14][cH:15][c:16]3[c:21]2[C:19](=[O:20])[O:18][CH:17]3[OH:22])[n:6][c:7]([O:9][CH3:10])[cH:8]1.[CH3:53][C:54]([CH2:55][CH3:56])=[O:57].[CH3:58][O:59][C:60]([CH3:61])([CH3:62])[CH3:63].[Cl:23][CH2:24][C:25]#[N:26].[I-:34].[K+:31].[K+:32].[Na+:33].[O:35]1[CH2:36][CH2:37][O:38][CH2:39][CH2:40][O:41][CH2:42][CH2:43][O:44][CH2:45][CH2:46][O:47][CH2:48][CH2:49][O:50][CH2:51][CH2:52]1>>[CH3:1][O:2][c:3]1[n:4][c:5]([O:11][c:12]2[cH:13][cH:14][cH:15][c:16]3[c:21]2[C:19](=[O:20])[O:18][CH:17]3[O:22][CH2:24][C:25]#[N:26])[n:6][c:7]([O:9][CH3:10])[cH:8]1. Starting materials: O=C(Nc1nc2ccc(Br)cn2n1)c1cccnc1, OB(O)c1ccccc1. Yields the product O=C(Nc1nc2ccc(-c3ccccc3)cn2n1)c1cccnc1. RXN SMILES: [Br:1][c:2]1[cH:3][cH:4][c:5]2[n:6]([cH:7]1)[n:8][c:9]([NH:11][C:12]([c:13]1[cH:14][n:15][cH:16][cH:17][cH:18]1)=[O:19])[n:10]2.[OH:20][B:21]([OH:22])[c:23]1[cH:24][cH:25][cH:26][cH:27][cH:28]1>>[c:2]1(-[c:23]2[cH:24][cH:25][cH:26][cH:27][cH:28]2)[cH:3][cH:4][c:5]2[n:6]([cH:7]1)[n:8][c:9]([NH:11][C:12]([c:13]1[cH:14][n:15][cH:16][cH:17][cH:18]1)=[O:19])[n:10]2. Reactants: C1(=CC=CC=C1)S(=O)(=O)C(C=C(C(CCC(=CC=CC=C(C=CC=C(C=CC1=C(CCCC1(C)C)C)C)C)C)Cl)C)C1=C(CCCC1(C)C)C (1-phenylsulfonyl-4-chloro-1,18-di(2,6,6-trimethyl-1-cyclohexen-1-yl)-3,7,12,16-tetramethyloctadeca-2,7,9,11,13,15,17-heptaene), C[O-].[K+] (potassium methoxide), O (water). The solvent is C1(=CC=CC=C1)C (toluene). Yields the product CC1=C(C(CCC1)(C)C)/C=C/C(=C/C=C/C(=C/C=C/C=C(/C=C/C=C(/C=C/C2=C(CCCC2(C)C)C)\C)\C)/C)/C (β-carotene). Isolated yield 79.8%. RXN SMILES: C1(S([CH:10]([C:42]2[C:47]([CH3:49])([CH3:48])[CH2:46][CH2:45][CH2:44][C:43]=2[CH3:50])[CH:11]=[C:12]([CH3:41])[CH:13](Cl)[CH2:14][CH2:15][C:16]([CH3:39])=[CH:17][CH:18]=[CH:19][CH:20]=[C:21]([CH3:38])[CH:22]=[CH:23][CH:24]=[C:25]([CH3:37])[CH:26]=[CH:27][C:28]2[C:33]([CH3:35])([CH3:34])[CH2:32][CH2:31][CH2:30][C:29]=2[CH3:36])(=O)=O)C=CC=CC=1.C[O-].[K+].O>C1(C)C=CC=CC=1>[CH3:50][C:43]1[CH2:44][CH2:45][CH2:46][C:47]([CH3:48])([CH3:49])[C:42]=1/[CH:10]=[CH:11]/[C:12](/[CH3:41])=[CH:13]/[CH:14]=[CH:15]/[C:16](/[CH3:39])=[CH:17]/[CH:18]=[CH:19]/[CH:20]=[C:21](\[CH3:38])/[CH:22]=[CH:23]/[CH:24]=[C:25](\[CH3:37])/[CH:26]=[CH:27]/[C:28]1[C:33]([CH3:35])([CH3:34])[CH2:32][CH2:31][CH2:30][C:29]=1[CH3:36] |f:1.2|. Procedure details: In a 50-ml round-bottom flask 2.01 g (purity: 40.9%, 1.15 mmoles) of 1-phenylsulfonyl-4-chloro-1,18-di(2,6,6-trimethyl-1-cyclohexen-1-yl)-3,7,12,16-tetramethyloctadeca-2,7,9,11,13,15,17-heptaene was reacted with 1.0 g (purity: 80%, 11 mmoles) of potassium methoxide in 4 g of toluene at 30° C. for 2 hours. Then water was added to the reaction mixture. The resulting organic layer was separated and washed with water, followed by removal of the solvent, to give 2.58 g (purity: 19.1%, 0.918 mmole, yi... Reactants: C, CCOC(=O)C(C)(C)C(=O)C(NC(=O)OCc1ccccc1)C(C)C, CO, [Pd]. The product is CC(C)C1NC(=O)C(C)(C)C1=O. As a reaction SMILES: [C:28].[CH2:1]([O:2][C:3](=[O:7])[NH:11][CH:12]([C:13]([C:14]([C:15]([O:4][CH2:5][CH3:6])=[O:16])([CH3:20])[CH3:21])=[O:22])[CH:23]([CH3:24])[CH3:25])[c:8]1[cH:9][cH:10][cH:17][cH:18][cH:19]1.[CH3:26][OH:27].[Pd:29]>>[NH:11]1[CH:12]([CH:23]([CH3:24])[CH3:25])[C:13](=[O:22])[C:14]([CH3:20])([CH3:21])[C:15]1=[O:16]. Starting materials: ClC=1C=C(C=NC1)C1=NC(=CC2=C1N(C(=N2)N2[C@@H]1[C@@H](N(C(C2)=O)C)CCC1)C[C@@H]1CC[C@H](CC1)C)C(N)=NO (4-(5-chloropyridin-3-yl)-N′-hydroxy-3-[(trans-4-methylcyclohexyl)methyl]-2-[(4aS,7aS)-4-methyl-3-oxooctahydro-1H-cyclopenta[b]pyrazin-1-yl]-3H-imidazo[4,5-c]pyridine-6-carboximidamide), CO (methanol). Run in C(Cl)Cl (DCM). Yields the product ClC=1C=C(C=NC1)C1=NC(=CC2=C1N(C(=N2)N2[C@@H]1[C@@H](N(C(C2)=O)C)CCC1)C[C@@H]1CC[C@H](CC1)C)C1=NOC(N1)=O ((4aS,7aS)-4-[4-(5-chloropyridin-3-yl)-3-[(trans-4-methylcyclohexyl)methyl]-6-(5-oxo-4,5-dihydro-1,2,4-oxadiazol-3-yl)-3H-imidazo[4,5-c]pyridin-2-yl]-1-methyloctahydro-2H-cyclopenta[b]pyrazin-2-one). Reaction SMILES: [Cl:1][C:2]1[CH:3]=[C:4]([C:8]2[C:13]3[N:14]([CH2:28][C@H:29]4[CH2:34][CH2:33][C@H:32]([CH3:35])[CH2:31][CH2:30]4)[C:15]([N:17]4[CH2:22][C:21](=[O:23])[N:20]([CH3:24])[C@H:19]5[CH2:25][CH2:26][CH2:27][C@H:18]45)=[N:16][C:12]=3[CH:11]=[C:10]([C:36](=[N:38][OH:39])[NH2:37])[N:9]=2)[CH:5]=[N:6][CH:7]=1.[CH3:40][OH:41]>C(Cl)Cl>[Cl:1][C:2]1[CH:3]=[C:4]([C:8]2[C:13]3[N:14]([CH2:28][C@H:29]4[CH2:34][CH2:33][C@H:32]([CH3:35])[CH2:31][CH2:30]4)[C:15]([N:17]4[CH2:22][C:21](=[O:23])[N:20]([CH3:24])[C@H:19]5[CH2:25][CH2:26][CH2:27][C@H:18]45)=[N:16][C:12]=3[CH:11]=[C:10]([C:36]3[NH:37][C:40](=[O:41])[O:39][N:38]=3)[N:9]=2)[CH:5]=[N:6][CH:7]=1. Procedure details: (4aS,7aS)-4-[4-(5-chloropyridin-3-yl)-3-[(trans-4-methylcyclohexyl)methyl]-6-(5-oxo-4,5-dihydro-1,2,4-oxadiazol-3-yl)-3H-imidazo[4,5-c]pyridin-2-yl]-1-methyloctahydro-2H-cyclopenta[b]pyrazin-2-one was prepared in analogy to Example 3.1, Step 3 using 4-(5-chloropyridin-3-yl)-N′-hydroxy-3-[(trans-4-methylcyclohexyl)methyl]-2-[(4aS,7aS)-4-methyl-3-oxooctahydro-1H-cyclopenta[b]pyrazin-1-yl]-3H-imidazo[4,5-c]pyridine-6-carboximidamide (197 mg, 0.357 mmol) as starting material and 0-20% methanol in DC... Reactants: COC=1C=C2C3CCNC(C2=CC1)C3 (4-methoxy-9-aza-tricyclo[6.3.1.0*2,7*]dodeca-2,4,6-triene), Br (hydrobromic acid). The product is [Br-].OC=1C=C2C3CC[NH2+]C(C2=CC1)C3 (4-Hydroxy-9-azonia-tricyclo[6.3.1.0*2,7*]dodeca-2,4,6-triene bromide). Reaction SMILES: C[O:2][C:3]1[CH:4]=[C:5]2[C:11](=[CH:12][CH:13]=1)[CH:10]1[CH2:14][CH:6]2[CH2:7][CH2:8][NH:9]1.[BrH:15]>>[Br-:15].[OH:2][C:3]1[CH:4]=[C:5]2[C:11](=[CH:12][CH:13]=1)[CH:10]1[CH2:14][CH:6]2[CH2:7][CH2:8][NH2+:9]1 |f:2.3|. Procedure: A solution of 4-methoxy-9-aza-tricyclo[6.3.1.0*2,7*]dodeca-2,4,6-triene (0.50 g, oxalate salt) in hydrobromic acid (48% in water, 10 mL) is stirred at reflux temperature for 3 h. Then, the solution is concentrated under reduced pressure and the residue is azetropically dried using toluene and ethanol. The residue is washed with acetone and dried to give the product as a solid.